The task is: describe an organic reaction: reactants, conditions, products, and yield. This data is from the Open Reaction Database (ORD), a public repository of structured organic reaction records. Yield: 85.8%. Starting materials: C(C)(=O)O[C@H]1[C@H](OC2=C(C=CC=C2)CC2=CC=C(C=C2)C(=O)OC)O[C@@H]([C@H]([C@@H]1OC(C)=O)OC(C)=O)COC(C)=O (2-(4-methoxycarbonylbenzyl)phenyl 2,3,4,6-tetra-O-acetyl-β-D-glucopyranoside), C[O-].[Na+] (sodium methoxide). The product is O([C@H]1[C@H](O)[C@@H](O)[C@H](O)[C@H](O1)CO)C1=C(C=CC=C1)CC1=CC=C(C=C1)C(=O)OC (2-(4-methoxycarbonyl-benzyl)phenyl β-D-glucopyranoside). Reported procedure: To a solution of 2-(4-methoxycarbonylbenzyl)phenyl 2,3,4,6-tetra-O-acetyl-β-D-glucopyranoside (0.066 g) in methanol (5 mL) was added sodium methoxide (0.006 g), and the mixture was stirred at room temperature for 30 minutes. The reaction mixture was concentrated under reduced pressure, and the residue was purified by column chromatography on silica gel (eluent: ethyl acetate) to give 2-(4-methoxycarbonyl-benzyl)phenyl β-D-glucopyranoside (0.040 g). Run in CO (methanol). RXN SMILES: C([O:4][C@@H:5]1[C@@H:28]([O:29]C(=O)C)[C@H:27]([O:33]C(=O)C)[C@@H:26]([CH2:37][O:38]C(=O)C)[O:25][C@H:6]1[O:7][C:8]1[CH:13]=[CH:12][CH:11]=[CH:10][C:9]=1[CH2:14][C:15]1[CH:20]=[CH:19][C:18]([C:21]([O:23][CH3:24])=[O:22])=[CH:17][CH:16]=1)(=O)C.C[O-].[Na+]>CO>[O:7]([C:8]1[CH:13]=[CH:12][CH:11]=[CH:10][C:9]=1[CH2:14][C:15]1[CH:20]=[CH:19][C:18]([C:21]([O:23][CH3:24])=[O:22])=[CH:17][CH:16]=1)[C@@H:6]1[O:25][C@H:26]([CH2:37][OH:38])[C@@H:27]([OH:33])[C@H:28]([OH:29])[C@H:5]1[OH:4] |f:1.2|. Run at time 30 minute. Starting materials: N1N=CC(=C1)[C@@H]1[C@H](CCCC1)O ((1S,2R)-2-(1H-pyrazol-4-yl)cyclohexanol), COCCl (chloromethyl methyl ether). Run in CN(C)C=O (DMF). Yields the product COCN1N=CC(=C1)[C@@H]1[C@H](CCCC1)O ((1S,2R)-2-[1-(Methoxymethyl)-1H-pyrazol-4-yl]cyclohexanol). The yield is 72.6%. Reaction SMILES: [NH:1]1[CH:5]=[C:4]([C@H:6]2[CH2:11][CH2:10][CH2:9][CH2:8][C@@H:7]2[OH:12])[CH:3]=[N:2]1.[CH3:13][O:14][CH2:15]Cl>CN(C=O)C>[CH3:13][O:14][CH2:15][N:1]1[CH:5]=[C:4]([C@H:6]2[CH2:11][CH2:10][CH2:9][CH2:8][C@@H:7]2[OH:12])[CH:3]=[N:2]1. Procedure: The reaction and aftertreatment were conducted in the same manner as in Example 169c by using the (1S,2R)-2-(1H-pyrazol-4-yl)cyclohexanol (144 mg, 0.866 mmol) prepared in Example 171a, chloromethyl methyl ether (0.069 mL, 0.908 mmol) and DMF (4.0 mL), to yield the title compound (132.2 mg, 73%) as a colorless oil. Starting materials: ClCCl, COc1cc2c(Cl)ccnc2cc1O, CCOC(=O)N=NC(=O)OCC, OCCCN1CCOCC1, c1ccc(P(c2ccccc2)c2ccccc2)cc1. Product: COc1cc2c(Cl)ccnc2cc1OCCCN1CCOCC1. Reaction SMILES: [CH2:56]([Cl:57])[Cl:58].[Cl:32][c:33]1[cH:34][cH:35][n:36][c:37]2[cH:38][c:39]([OH:45])[c:40]([O:43][CH3:44])[cH:41][c:42]12.[O:1]=[C:2]([O:3][CH2:4][CH3:5])[N:6]=[N:7][C:8]([O:9][CH2:10][CH3:11])=[O:12].[O:46]1[CH2:47][CH2:48][N:49]([CH2:52][CH2:53][CH2:54][OH:55])[CH2:50][CH2:51]1.[c:13]1([P:14]([c:15]2[cH:16][cH:17][cH:18][cH:19][cH:20]2)[c:21]2[cH:22][cH:23][cH:24][cH:25][cH:26]2)[cH:27][cH:28][cH:29][cH:30][cH:31]1>>[Cl:32][c:33]1[cH:34][cH:35][n:36][c:37]2[cH:38][c:39]([O:45][CH2:54][CH2:53][CH2:52][N:49]3[CH2:48][CH2:47][O:46][CH2:51][CH2:50]3)[c:40]([O:43][CH3:44])[cH:41][c:42]12. The reactants are C1COCCO1, COC(=O)CN, CCN(C(C)C)C(C)C, CCOC(=O)C1=C(O)c2cc(Cl)ccc2C2(CCOCC2)C1=O, Cl. Product: COC(=O)CNC(=O)C1=C(O)c2cc(Cl)ccc2C2(CCOCC2)C1=O. As a reaction SMILES: [CH2:40]1[O:41][CH2:42][CH2:43][O:44][CH2:45]1.[CH3:25][O:26][C:27]([CH2:28][NH2:29])=[O:30].[CH:31]([N:32]([CH2:33][CH3:34])[CH:35]([CH3:36])[CH3:37])([CH3:38])[CH3:39].[Cl:1][c:2]1[cH:3][c:4]2[c:9]([cH:10][cH:11]1)[C:8]1([C:7](=[O:17])[C:6]([C:18](=[O:19])[O:20][CH2:21][CH3:22])=[C:5]2[OH:23])[CH2:12][CH2:13][O:14][CH2:15][CH2:16]1.[ClH:24]>>[Cl:1][c:2]1[cH:3][c:4]2[c:9]([cH:10][cH:11]1)[C:8]1([C:7](=[O:17])[C:6]([C:18](=[O:19])[NH:29][CH2:28][C:27]([O:26][CH3:25])=[O:30])=[C:5]2[OH:23])[CH2:12][CH2:13][O:14][CH2:15][CH2:16]1. Reactants: CC=1C=CC2=C(C(N3C(C(N2C)=O)CCC3)=O)C1 ((+)-7,10-dimethyl-1,2,3,11a-tetrahydro-5 H-pyrrolo[2,1-c] [1,4] benzodiazepin-5,11(10H)-dione), B (borane), hydrochloride salt. The solvent is O1CCCC1 (tetrahydrofuran). Yields the product CC=1C=CC2=C(CN3C(C(N2C)=O)CCC3)C1 (7,10-Dimethyl-1,2,3,5,10,11 a-hexahydro-11H-pyrrolo[2,1-c] [1,4] benzodiazepin-11-one). RXN SMILES: [CH3:1][C:2]1[CH:3]=[CH:4][C:5]2[N:11]([CH3:12])[C:10](=[O:13])[CH:9]3[CH2:14][CH2:15][CH2:16][N:8]3[C:7](=O)[C:6]=2[CH:18]=1.B>O1CCCC1>[CH3:1][C:2]1[CH:3]=[CH:4][C:5]2[N:11]([CH3:12])[C:10](=[O:13])[CH:9]3[CH2:14][CH2:15][CH2:16][N:8]3[CH2:7][C:6]=2[CH:18]=1. Procedure details: When (+)-7,10-dimethyl-1,2,3,11a-tetrahydro-5 H-pyrrolo[2,1-c] [1,4] benzodiazepin-5,11(10H)-dione (melting point 137°-139°C., prepared from L-proline and N,5-dimethylisatoic anhydride as described in Example 1) is treated with 1M borane in tetrahydrofuran as described in Example 1, the above compound, melting point 80°-82° is obtained. The hydrochloride salt melts at 213°-215°C. Starting materials: BrC1=C2C(=NC=C1)N(C(=C2)C2=CCN(CC2)C(=O)OC(C)(C)C)S(=O)(=O)C2=CC=C(C)C=C2 (tert-butyl 4-(4-bromo-1-tosyl-1H-pyrrolo[2,3-b]pyridin-2-yl)-5,6-dihydropyridine-1(2H)-carboxylate), FC(C(=O)O)(F)F (trifluoroacetic acid). Run in ClCCl (dichloromethane). Product: BrC1=C2C(=NC=C1)N(C(=C2)C=2CCNCC2)S(=O)(=O)C2=CC=C(C)C=C2 (4-bromo-2-(1,2,3,6-tetrahydropyridin-4-yl)-1-tosyl-1H-pyrrolo[2,3-b]pyridine), FC(C(=O)[O-])(F)F (trifluoroacetate). RXN SMILES: [Br:1][C:2]1[CH:7]=[CH:6][N:5]=[C:4]2[N:8]([S:24]([C:27]3[CH:33]=[CH:32][C:30]([CH3:31])=[CH:29][CH:28]=3)(=[O:26])=[O:25])[C:9]([C:11]3[CH2:16][CH2:15][N:14](C(OC(C)(C)C)=O)[CH2:13][CH:12]=3)=[CH:10][C:3]=12.[F:34][C:35]([F:40])([F:39])[C:36]([OH:38])=[O:37]>ClCCl>[Br:1][C:2]1[CH:7]=[CH:6][N:5]=[C:4]2[N:8]([S:24]([C:27]3[CH:28]=[CH:29][C:30]([CH3:31])=[CH:32][CH:33]=3)(=[O:26])=[O:25])[C:9]([C:11]3[CH2:16][CH2:15][NH:14][CH2:13][CH:12]=3)=[CH:10][C:3]=12.[F:34][C:35]([F:40])([F:39])[C:36]([O-:38])=[O:37]. Reported procedure: A mixture of Example 220C (8 g, 15.02 mmol) and trifluoroacetic acid (11.58 mL, 150 mmol) in dichloromethane (100 mL) was stirred at 20° C. for 12 hours. The mixture was concentrated to give the title compound as a trifluoroacetate salt. MS (CI) m/z 432 (M+H)+. Starting materials: bromo, C(#N)CCSCCC#N (bis (β-cyanoethyl) sulfide), cuprous bromide, C(C)(=O)NC=1C=C(N(CC)CC)C=CC1N=NC1=C(C=C(C=C1[N+](=O)[O-])[N+](=O)[O-])Br (3-acetamido-4-(2'bromo-4',6'-dinitrophenylazo)-N,N-diethylaniline), 10.8, [C-]#N.[Na+] (sodium cyanide). Solvent: O (water). Product: C(C)(=O)NC=1C=C(N(CC)CC)C=CC1N=NC1=C(C=C(C=C1[N+](=O)[O-])[N+](=O)[O-])C#N (3 -acetamido-4-(2'cyano-4',6'-dinitro-phenylazo)-N,N-diethylaniline). Run at temperature 60 celsius, time 25 minute. As a reaction SMILES: [C:1](CCSCCC#N)#[N:2].[C:10]([NH:13][C:14]1[CH:15]=[C:16]([CH:22]=[CH:23][C:24]=1[N:25]=[N:26][C:27]1[C:32]([N+:33]([O-:35])=[O:34])=[CH:31][C:30]([N+:36]([O-:38])=[O:37])=[CH:29][C:28]=1Br)[N:17]([CH2:20][CH3:21])[CH2:18][CH3:19])(=[O:12])[CH3:11].[C-]#N.[Na+]>O>[C:10]([NH:13][C:14]1[CH:15]=[C:16]([CH:22]=[CH:23][C:24]=1[N:25]=[N:26][C:27]1[C:32]([N+:33]([O-:35])=[O:34])=[CH:31][C:30]([N+:36]([O-:38])=[O:37])=[CH:29][C:28]=1[C:1]#[N:2])[N:17]([CH2:20][CH3:21])[CH2:18][CH3:19])(=[O:12])[CH3:11] |f:2.3|. Reported procedure: Into a reactor there are introduced 765 parts of bis (β-cyanoethyl) sulfide, followed by 14.35 parts of cuprous bromide. On heating to 60° C. with continuous stirring, a brownish-yellow solution of the copper complex is obtained. 95.8 parts of 3-acetamido-4-(2'bromo-4',6'-dinitrophenylazo)-N,N-diethylaniline are added, and the temperature is raised to 115° C. Raising the temperature to 115° C. causes the compound to completely dissolve. At ths temperature, a solution of 10.8 parts of sodium cyan... Reported procedure: 22.8 g of 1,3-dihydroxyxanthone (prepared according to Grover, J. Chem. Soc. 1955, 3982) together with 15.2 g of K2CO3 and 21.2 g of 1-bromooctane are refluxed for 15 hours in 250 ml of methyl ethyl ketone. The salt is isolated by filtration from the cooled reaction mixture and the methyl ethyl ketone solution is concentrated by evaporation under vacuum. Recrystallisation of the residue from heptane gives 1-hydroxy-3-octoxyxanthone with a melting point of 98° C. RXN SMILES: [OH:1][C:2]1[C:15]2[C:14](=[O:16])[C:13]3[C:8](=[CH:9][CH:10]=[CH:11][CH:12]=3)[O:7][C:6]=2[CH:5]=[C:4]([OH:17])[CH:3]=1.C([O-])([O-])=O.[K+].[K+].Br[CH2:25][CH2:26][CH2:27][CH2:28][CH2:29][CH2:30][CH2:31][CH3:32]>C(C(C)=O)C>[OH:1][C:2]1[C:15]2[C:14](=[O:16])[C:13]3[C:8](=[CH:9][CH:10]=[CH:11][CH:12]=3)[O:7][C:6]=2[CH:5]=[C:4]([O:17][CH2:25][CH2:26][CH2:27][CH2:28][CH2:29][CH2:30][CH2:31][CH3:32])[CH:3]=1 |f:1.2.3|. Yields the product OC1=CC(=CC=2OC3=CC=CC=C3C(C12)=O)OCCCCCCCC (1-hydroxy-3-octoxyxanthone). Reactants: OC1=CC(=CC=2OC3=CC=CC=C3C(C12)=O)O (1,3-dihydroxyxanthone), C(=O)([O-])[O-].[K+].[K+] (K2CO3), BrCCCCCCCC (1-bromooctane). The solvent is C(C)C(=O)C (methyl ethyl ketone). RXN SMILES: [N+:1]([O-:2])(=[O:3])[c:4]1[cH:5][cH:6][cH:7][c:8]2[c:17]1[C:16](=[O:18])[c:15]1[c:10]([cH:11][cH:12][cH:13][cH:14]1)[C:9]2=[O:19].[NH3:21].[OH2:20]>>[NH2:1][c:4]1[cH:5][cH:6][cH:7][c:8]2[c:17]1[C:16](=[O:18])[c:15]1[c:10]([cH:11][cH:12][cH:13][cH:14]1)[C:9]2=[O:19]. The product is Nc1cccc2c1C(=O)c1ccccc1C2=O. Reactants: O=C1c2ccccc2C(=O)c2c1cccc2[N+](=O)[O-], N, O. Reaction SMILES: [CH3:8][CH:9]([CH2:10][C:11](=[O:12])[O:13][CH2:14][CH2:15][O:16][C:17](=[O:18])[O:19][N:20]1[C:21](=[O:22])[CH2:23][CH2:24][C:25]1=[O:26])[CH3:27].[NH2:1][CH:2]([CH2:3][OH:4])[C:5]([OH:6])=[O:7]>>[NH:1]([CH:2]([CH2:3][OH:4])[C:5]([OH:6])=[O:7])[C:17]([O:16][CH2:15][CH2:14][O:13][C:11]([CH2:10][CH:9]([CH3:8])[CH3:27])=[O:12])=[O:18]. Product: CC(C)CC(=O)OCCOC(=O)NC(CO)C(=O)O. The reactants are CC(C)CC(=O)OCCOC(=O)ON1C(=O)CCC1=O, NC(CO)C(=O)O.